describe an organic reaction: reactants, conditions, products, and yield From a dataset of the Open Reaction Database (ORD), a public repository of structured organic reaction records. Reactants: IC1=CC=C(C=C1)CCO (2-(4-iodophenyl)ethanol), N1=CC=CC=C1 (pyridine), S(=O)(Cl)Cl (thionyl chloride). Solvent: C(Cl)(Cl)Cl (chloroform), C(Cl)(Cl)Cl (chloroform). Yields the product IC1=CC=C(C=C1)CCCl (2-(4-Iodophenyl)ethylchloride). Isolated yield 98.6%. Reaction SMILES: [I:1][C:2]1[CH:7]=[CH:6][C:5]([CH2:8][CH2:9]O)=[CH:4][CH:3]=1.N1C=CC=CC=1.S(Cl)([Cl:19])=O>C(Cl)(Cl)Cl>[I:1][C:2]1[CH:7]=[CH:6][C:5]([CH2:8][CH2:9][Cl:19])=[CH:4][CH:3]=1. Procedure details: To a 500 mL round-bottomed flask equipped with dropping funnel, condenser and N2 inlet were added 307 g (124 mmol) 2-(4-iodophenyl)ethanol, 200 mL chloroform, and 10.0 mL (124 mmol) pyridine. A solution of 13.5 mL (186 mmol) thionyl chloride in 50 mL chloroform was added dropwise over 15 min, and the reaction then heated at reflux for 2 hr. The reaction was cooled, the solvent evaporated, and the residue taken up in ethyl acetate, washed with 1 N hydrochloric acid, water, saturated aqueous sodiu... Reactants: N#CC1CCNCC1, CCOCC, Cc1ccc(C)c(N=C=O)c1. Product: Cc1ccc(C)c(NC(=O)N2CCC(C#N)CC2)c1. RXN SMILES: [C:1](#[N:2])[CH:3]1[CH2:4][CH2:5][NH:6][CH2:7][CH2:8]1.[CH3:20][CH2:21][O:22][CH2:23][CH3:24].[CH3:9][c:10]1[cH:11][cH:12][c:13]([CH3:14])[c:15]([N:17]=[C:18]=[O:19])[cH:16]1>>[C:1](#[N:2])[CH:3]1[CH2:4][CH2:5][N:6]([C:18]([NH:17][c:15]2[c:13]([CH3:14])[cH:12][cH:11][c:10]([CH3:9])[cH:16]2)=[O:19])[CH2:7][CH2:8]1. Run at time 2 hour. As a reaction SMILES: [CH3:1][C:2](=[CH:4][CH2:5][CH2:6][C@H:7]([C@@H:9]1[C@:26]2([CH3:27])[C@H:12]([C@H:13]3[C@H:23]([CH2:24][CH2:25]2)[C@:21]2([CH3:22])[C:16]([CH2:17][C@@H:18]([OH:29])[CH2:19][C@@H:20]2[OH:28])=[CH:15][CH2:14]3)[CH2:11][CH2:10]1)[CH3:8])[CH3:3].[OH2:30].[BH4-].[Na+]>O1CCCC1>[OH:28][C@@H:20]1[C@@:21]2([CH3:22])[C:16](=[CH:15][CH2:14][C@@H:13]3[C@@H:23]2[CH2:24][CH2:25][C@@:26]2([CH3:27])[C@H:12]3[CH2:11][CH2:10][C@@H:9]2[C@H:7]([CH3:8])[CH2:6][CH2:5][CH2:4][C:2]([OH:30])([CH3:3])[CH3:1])[CH2:17][C@@H:18]([OH:29])[CH2:19]1 |f:2.3|. Reported procedure: To a cooled, stirred solution of 4.05 g (10.1 mmol) of cholesta-5,24-diene-1α,3β-diol in 53 ml of tetrahydrofuran in an ice bath was added 33 ml of water followed by 4.0 g (12.5 mmol) of mercuric acetate. The bath was removed. After 2 hr., the reaction was still incomplete (tlc) so 0.4 g (1.3 mmol) of mercuric acetate was added. After 4 hr., 800 mg (21.1 mol) of sodium borohydride was added, followed after 30 min. by 190 ml of saturated brine and extraction of the resulting suspension with 5×50 ... Run in O1CCCC1 (tetrahydrofuran). Yields the product O[C@H]1C[C@@H](CC2=CC[C@H]3[C@@H]4CC[C@H]([C@@H](CCCC(C)(C)O)C)[C@]4(CC[C@@H]3[C@@]12C)C)O (1α,25-dihydroxycholesterol). Yield: 85.0%. The reactants are mercuric acetate, CC(C)=CCC[C@@H](C)[C@H]1CC[C@H]2[C@@H]3CC=C4C[C@H](C[C@@H]([C@]4(C)[C@H]3CC[C@]12C)O)O (cholesta-5,24-diene-1α,3β-diol), O (water), mercuric acetate, [BH4-].[Na+] (sodium borohydride). Product: CC(C)(C)C(=O)Oc1ccc(C(=O)c2ccc(Cl)cc2)cc1. As a reaction SMILES: [C:17]([C:18]([CH3:19])([CH3:20])[CH3:21])(=[O:22])[Cl:23].[OH:1][c:2]1[cH:3][cH:4][c:5]([C:6](=[O:7])[c:8]2[cH:9][cH:10][c:11]([Cl:14])[cH:12][cH:13]2)[cH:15][cH:16]1.[cH:24]1[cH:25][cH:26][n:27][cH:28][cH:29]1>>[O:1]([c:2]1[cH:3][cH:4][c:5]([C:6](=[O:7])[c:8]2[cH:9][cH:10][c:11]([Cl:14])[cH:12][cH:13]2)[cH:15][cH:16]1)[C:17]([C:18]([CH3:19])([CH3:20])[CH3:21])=[O:22]. The reactants are CC(C)(C)C(=O)Cl, O=C(c1ccc(O)cc1)c1ccc(Cl)cc1, c1ccncc1. Reactants: CNC(Cc1ccccc1)C(=O)O, Cl, O=N[O-], [Na+], O. Yields the product CN(C(Cc1ccccc1)C(=O)O)[N+](=O)[O-]. As a reaction SMILES: [CH3:1][NH:2][CH:3]([CH2:4][c:5]1[cH:6][cH:7][cH:8][cH:9][cH:10]1)[C:11]([OH:12])=[O:13].[ClH:14].[N:15](=[O:16])[O-:17].[Na+:18].[OH2:19]>>[CH3:1][N:2]([CH:3]([CH2:4][c:5]1[cH:6][cH:7][cH:8][cH:9][cH:10]1)[C:11]([OH:12])=[O:13])[N+:15](=[O:16])[O-:17].